This data is from the Open Reaction Database (ORD), a public repository of structured organic reaction records. The task is: describe an organic reaction: reactants, conditions, products, and yield Reactants: ClC=1C=C(C(=CC1)O)C=1C=C(C=CC1)[C@]1(NC(N(C(C1)=O)C)=NC(OC(C)(C)C)=O)C ((S)-tert-butyl 4-(3-(3-chloro-6-hydroxyphenyl)phenyl)-1,4-dimethyl-6-oxo-tetrahydropyrimidin-2(1H)-ylidenecarbamate), C(=O)(C(F)(F)F)O.C(Cl)Cl (TFA CH2Cl2). The product is ClC=1C=C(C(=CC1)O)C=1C=C(C=CC1)[C@@]1(CCN(C(N1)=N)C)CC ((S)-6-(3-(3-chloro-6-hydroxy-phenyl)phenyl)-6-ethyl-2-imino-3-methyl-tetrahydropyrimidin). Isolated yield 60.0%. Reaction SMILES: [Cl:1][C:2]1[CH:3]=[C:4]([C:9]2[CH:10]=[C:11]([C@:15]3([CH3:31])[CH2:20][C:19](=O)[N:18]([CH3:22])[C:17](=[N:23]C(=O)OC(C)(C)C)[NH:16]3)[CH:12]=[CH:13][CH:14]=2)[C:5]([OH:8])=[CH:6][CH:7]=1.[C:32](O)(C(F)(F)F)=O.C(Cl)Cl>>[Cl:1][C:2]1[CH:3]=[C:4]([C:9]2[CH:10]=[C:11]([C@@:15]3([CH2:31][CH3:32])[NH:16][C:17](=[NH:23])[N:18]([CH3:22])[CH2:19][CH2:20]3)[CH:12]=[CH:13][CH:14]=2)[C:5]([OH:8])=[CH:6][CH:7]=1 |f:1.2|. Procedure: (S)-tert-butyl 4-(3-(3-chloro-6-hydroxyphenyl)phenyl)-1,4-dimethyl-6-oxo-tetrahydropyrimidin-2(1H)-ylidenecarbamate (CF3; R1=R6=Me, R21=3-chloro-6-hydroxyphenyl) (23 mg, 0.05 mmol) was treated with 1 mL of 30% TFA/CH2Cl2 at RT for 30 min. The volatiles were removed in vacuo. The residue was redissolved in acetonitrile (5 mL) and evaporated again to afford 17 mg of the crude product as a yellow solid. The crude product was purified via reverse phase HPLC to provide 10 mg (60%) of (S)-6-(3-(3-chlo... RXN SMILES: [CH3:1][n:2]1[c:3](-[c:17]2[cH:18][cH:19][cH:20][cH:21][cH:22]2)[cH:4][c:5](=[O:16])[c:6]2[cH:7][c:8]([C:12](=[O:13])[O:14][CH3:15])[cH:9][cH:10][c:11]12.[CH3:26][C:27](=[O:28])[OH:29].[Na+:24].[OH-:23].[OH2:25]>>[CH3:1][n:2]1[c:3](-[c:17]2[cH:18][cH:19][cH:20][cH:21][cH:22]2)[cH:4][c:5](=[O:16])[c:6]2[cH:7][c:8]([C:12](=[O:13])[OH:14])[cH:9][cH:10][c:11]12. The product is Cn1c(-c2ccccc2)cc(=O)c2cc(C(=O)O)ccc21. Reactants: COC(=O)c1ccc2c(c1)c(=O)cc(-c1ccccc1)n2C, CC(=O)O, [Na+], [OH-], O. The reactants are CC1CC2C3CC(F)C4=CC(=O)C=CC4(C)C3(F)C(O)CC2(C)C1C(=O)C=O, OCCCl. The product is CC1CC2C3CC(F)C4=CC(=O)C=CC4(C)C3(F)C(O)CC2(C)C1C(=O)C(=O)O. As a reaction SMILES: [F:1][CH:2]1[CH2:3][CH:4]2[CH:5]3[CH2:6][CH:7]([CH3:28])[CH:8]([C:9]([CH:10]=[O:11])=[O:12])[C:13]3([CH3:27])[CH2:14][CH:15]([OH:26])[C:16]2([F:25])[C:17]2([CH3:24])[CH:18]=[CH:19][C:20](=[O:23])[CH:21]=[C:22]12.[OH:29][CH2:30][CH2:31][Cl:32]>>[F:1][CH:2]1[CH2:3][CH:4]2[CH:5]3[CH2:6][CH:7]([CH3:28])[CH:8]([C:9]([C:10](=[O:11])[OH:29])=[O:12])[C:13]3([CH3:27])[CH2:14][CH:15]([OH:26])[C:16]2([F:25])[C:17]2([CH3:24])[CH:18]=[CH:19][C:20](=[O:23])[CH:21]=[C:22]12. Reactants: CN(C)C1(c2cccc(F)c2)CCC(CC(=O)NCCCc2ccccc2)CC1, CCC(C)=O, C[Si](C)(C)Cl. Yields the product CN(C)C1(c2cccc(F)c2)CCC(CC(=O)NCCCc2ccccc2)CC1, Cl. As a reaction SMILES: [CH3:1][N:2]([C:3]1([c:22]2[cH:23][c:24]([F:28])[cH:25][cH:26][cH:27]2)[CH2:4][CH2:5][CH:6]([CH2:9][C:10](=[O:11])[NH:12][CH2:13][CH2:14][CH2:15][c:16]2[cH:17][cH:18][cH:19][cH:20][cH:21]2)[CH2:7][CH2:8]1)[CH3:29].[CH3:35][C:36]([CH2:37][CH3:38])=[O:39].[Cl:30][Si:31]([CH3:32])([CH3:33])[CH3:34]>>[CH3:1][N:2]([C:3]1([c:22]2[cH:23][c:24]([F:28])[cH:25][cH:26][cH:27]2)[CH2:4][CH2:5][CH:6]([CH2:9][C:10](=[O:11])[NH:12][CH2:13][CH2:14][CH2:15][c:16]2[cH:17][cH:18][cH:19][cH:20][cH:21]2)[CH2:7][CH2:8]1)[CH3:29].[ClH:30]. Reactants: BrCCC(=O)C(O)(C[N+](C)(C)C)CC([O-])=O (bromopropionyl carnitine). The solvent is O (H2O). Reaction conditions: time 2 hour. The product is C(C=C)(=O)C(O)(C[N+](C)(C)C)CC([O-])=O (acryloyl carnitine). Reaction SMILES: Br[CH2:2][CH2:3][C:4]([C:6]([CH2:13][C:14](=[O:16])[O-:15])([CH2:8][N+:9]([CH3:12])([CH3:11])[CH3:10])[OH:7])=[O:5]>O>[C:4]([C:6]([CH2:13][C:14](=[O:15])[O-:16])([CH2:8][N+:9]([CH3:11])([CH3:10])[CH3:12])[OH:7])(=[O:5])[CH:3]=[CH2:2]. Procedure: To a solution of 4 grams of bromopropionyl carnitine in 40 ml of H2O 100 cc of IR 45 amberlite resin activated in OH form were added. The reaction mixture was kept under stirring for 2 hours, then filtered and lyophilized.